Dataset: the Open Reaction Database (ORD), a public repository of structured organic reaction records. Task: describe an organic reaction: reactants, conditions, products, and yield Procedure: A solution of potassium hydroxide (0.22 g.) in ethanol (2.5 ml.) was added to a suspension of ethoxycarbonylmethoxyacetohydrazide in ethanol (4 ml.), followed by the addition of carbon disulfide (0.95 ml.) and dimethyl sulfoxide (0.54 ml.), respectively. The reaction mixture was then refluxed for a period of 12 hours, cooled and filtered, and the resulting filtrate subsequently evaporated in vacuo. The residual oil so obtained was then dissolved in water, filtered and the filtrate acidified to p... Product: C(C)OC(=O)COCC=1OC(=NN1)S (2-(Ethoxycarbonylmethoxymethyl)-1,3,4-oxadiazole-5-thiol). Starting materials: [OH-].[K+] (potassium hydroxide), C(C)OC(=O)COCC(=O)NN (ethoxycarbonylmethoxyacetohydrazide), C(=S)=S (carbon disulfide), CS(=O)C (dimethyl sulfoxide). The solvent is C(C)O (ethanol), C(C)O (ethanol), O (water). Reaction SMILES: [OH-].[K+].[CH2:3]([O:5][C:6]([CH2:8][O:9][CH2:10][C:11]([NH:13][NH2:14])=[O:12])=[O:7])[CH3:4].[C:15](=S)=[S:16].CS(C)=O>C(O)C.O>[CH2:3]([O:5][C:6]([CH2:8][O:9][CH2:10][C:11]1[O:12][C:15]([SH:16])=[N:14][N:13]=1)=[O:7])[CH3:4] |f:0.1|. Reactants: CC(C)(C)OC(=O)NC(Cc1ccc(C2=CC(=O)N(C(C)(C)C)S2(=O)=O)c(Br)c1)c1ncc(-c2ccccc2)n1COCC[Si](C)(C)C, C1CCOC1. The product is CC(C)(C)OC(=O)NC(Cc1ccc(C2CC(=O)N(C(C)(C)C)S2(=O)=O)c(Br)c1)c1ncc(-c2ccccc2)n1COCC[Si](C)(C)C. Reaction SMILES: [Br:1][c:2]1[cH:3][c:4]([CH2:20][CH:21]([c:22]2[n:23]([CH2:33][O:34][CH2:35][CH2:36][Si:37]([CH3:38])([CH3:39])[CH3:40])[c:24](-[c:27]3[cH:28][cH:29][cH:30][cH:31][cH:32]3)[cH:25][n:26]2)[NH:41][C:42]([O:43][C:44]([CH3:45])([CH3:46])[CH3:47])=[O:48])[cH:5][cH:6][c:7]1[C:8]1=[CH:9][C:10](=[O:19])[N:11]([C:15]([CH3:16])([CH3:17])[CH3:18])[S:12]1(=[O:13])=[O:14].[O:49]1[CH2:50][CH2:51][CH2:52][CH2:53]1>>[Br:1][c:2]1[cH:3][c:4]([CH2:20][CH:21]([c:22]2[n:23]([CH2:33][O:34][CH2:35][CH2:36][Si:37]([CH3:38])([CH3:39])[CH3:40])[c:24](-[c:27]3[cH:28][cH:29][cH:30][cH:31][cH:32]3)[cH:25][n:26]2)[NH:41][C:42]([O:43][C:44]([CH3:45])([CH3:46])[CH3:47])=[O:48])[cH:5][cH:6][c:7]1[CH:8]1[CH2:9][C:10](=[O:19])[N:11]([C:15]([CH3:16])([CH3:17])[CH3:18])[S:12]1(=[O:13])=[O:14]. The reactants are BrC1=CC=2C3=C(C=NC2C=C1)N(C(N3C=3C(=NN(C3)C)C)=O)C (8-bromo-1-(1,3-dimethyl-1H-pyrazol-4-yl)-3-methyl-1,3-dihydro-imidazo[4,5-c]quinolin-2-one), BrC1=CC=2C3=C(C=NC2C=C1)N(C(N3C=3C(=NN(C3)C)C)=O)C (8-bromo-1-(1,3-dimethyl-1H-pyrazol-4-yl)-3-methyl-1,3-dihydro-imidazo[4,5-c]quinolin-2-one), C(C)(C)OC=1C(=NC=C(C1)B1OC(C(O1)(C)C)(C)C)CO ([3-isopropoxy-5-(4,4,5,5-tetramethyl-[1,3,2]dioxaborolan-2-yl)-pyridin-2-yl]-methanol). The product is CN1N=C(C(=C1)N1C(N(C=2C=NC=3C=CC(=CC3C21)C=2C=NC(=C(C2)OC(C)C)CO)C)=O)C (1-(1,3-Dimethyl-1H-pyrazol-4-yl)-8-(6-hydroxymethyl-5-isopropoxy-pyridin-3-yl)-3-methyl-1,3-dihydro-imidazo[4,5-c]quinolin-2-one). Reaction SMILES: Br[C:2]1[CH:11]=[CH:10][C:9]2[N:8]=[CH:7][C:6]3[N:12]([CH3:23])[C:13](=[O:22])[N:14]([C:15]4[C:16]([CH3:21])=[N:17][N:18]([CH3:20])[CH:19]=4)[C:5]=3[C:4]=2[CH:3]=1.[CH:24]([O:27][C:28]1[C:29]([CH2:43][OH:44])=[N:30][CH:31]=[C:32](B2OC(C)(C)C(C)(C)O2)[CH:33]=1)([CH3:26])[CH3:25]>>[CH3:20][N:18]1[CH:19]=[C:15]([N:14]2[C:5]3[C:4]4[CH:3]=[C:2]([C:32]5[CH:31]=[N:30][C:29]([CH2:43][OH:44])=[C:28]([O:27][CH:24]([CH3:26])[CH3:25])[CH:33]=5)[CH:11]=[CH:10][C:9]=4[N:8]=[CH:7][C:6]=3[N:12]([CH3:23])[C:13]2=[O:22])[C:16]([CH3:21])=[N:17]1. Procedure details: The title compound was synthesized in a similar manner as described for Example 1.1 using 8-bromo-1-(1,3-dimethyl-1H-pyrazol-4-yl)-3-methyl-1,3-dihydro-imidazo[4,5-c]quinolin-2-one (Intermediate A) and [3-isopropoxy-5-(4,4,5,5-tetramethyl-[1,3,2]dioxaborolan-2-yl)-pyridin-2-yl]-methanol (Stage 190.1.1) to give the title compound as a white solid. (HPLC: tR 2.19 min (Method A); M+H=459 MS-ES; 1H-NMR (d6-DMSO, 400 MHz) 8.99 (s, 1H), 8.27-8.23 (m, 1H), 8.15-8.10 (m, 2H), 8.03-7.98 (m, 1H), 7.62-7.5...